From a dataset of the Open Reaction Database (ORD), a public repository of structured organic reaction records. describe an organic reaction: reactants, conditions, products, and yield The reactants are C(C1=CC=CC=C1)O[C@@H]1[C@@H](O[C@@H]([C@H]1OCC1=CC=CC=C1)COCC1=CC=CC=C1)N1C2=NC(=NC(=C2N=C1)N)F (9-(2,3,5-Tri-O-benzyl-β-D-arabinofuranosyl)-2-fluoroadenine), [C@@H]1([C@@H](O)[C@H](O)[C@H](O)CO1)N1C2=NC=NC(=C2N=C1)N (9-β-D-arabinosyladenine), [NH4+].[Cl-] (NH4Cl), nucleoside, N (NH3), Na, crude product. Solvent: O (H2O), C(Cl)(Cl)Cl.CO (CHCl3 MeOH). Yields the product [C@@H]1([C@@H](O)[C@H](O)[C@H](O1)CO)N1C2=NC(=NC(=C2N=C1)N)F (9-β-D-Arabinofuranosyl-2-fluoroadenine). RXN SMILES: C([O:8][C@H:9]1[C@H:13]([O:14]CC2C=CC=CC=2)[C@@H:12]([CH2:22][O:23]CC2C=CC=CC=2)[O:11][C@H:10]1[N:31]1[CH:39]=[N:38][C:37]2[C:32]1=[N:33][C:34]([F:41])=[N:35][C:36]=2[NH2:40])C1C=CC=CC=1.N.[NH4+].[Cl-].[C@@H]1(N2C=NC3C2=NC=NC=3N)OC[C@@H](O)[C@@H](O)[C@@H]1O>O.C(Cl)(Cl)Cl.CO>[C@@H:10]1([N:31]2[CH:39]=[N:38][C:37]3[C:32]2=[N:33][C:34]([F:41])=[N:35][C:36]=3[NH2:40])[O:11][C@H:12]([CH2:22][OH:23])[C@@H:13]([OH:14])[C@@H:9]1[OH:8] |f:2.3,6.7|. Procedure details: 9-(2,3,5-tri-O-benzyl-β-D-arabinofuranosyl)-2-fluoroadenine (II, 1.7 g, 3 mmol) was suspended in liquid NH3 (75 ml) with stirring and Na (410 mg, 18 g-atoms) was added in small portions. When a purple color persisted for a few minutes after the addition of Na, the mixture was neutralized with NH4Cl (920 mg, 18 mmol). The NH3 was evaporated in a stream of dry N2, and the residue was triturated with Et2O (75 ml). The insoluble solid that formed was collected by filtration and washed with H2O (thre...